Dataset: the Open Reaction Database (ORD), a public repository of structured organic reaction records. Task: describe an organic reaction: reactants, conditions, products, and yield Starting materials: C([O-])(O)=O.[Na+] (sodium bicarbonate), FC=1C=C(N)C=CC1 (3-fluoroaniline), BrCC(=O)Br (2-bromoacetyl bromide). The solvent is ClCCl (dichloromethane). Run at time 8 hour. Yields the product BrCC(=O)NC1=CC(=CC=C1)F (2-Bromo-N-(3-fluoro-phenyl)-acetamide). RXN SMILES: C(=O)(O)[O-].[Na+].[F:6][C:7]1[CH:8]=[C:9]([CH:11]=[CH:12][CH:13]=1)[NH2:10].[Br:14][CH2:15][C:16](Br)=[O:17]>ClCCl>[Br:14][CH2:15][C:16]([NH:10][C:9]1[CH:11]=[CH:12][CH:13]=[C:7]([F:6])[CH:8]=1)=[O:17] |f:0.1|. Procedure details: To a suspension of sodium bicarbonate (1 g) and 3-fluoroaniline (0.46 g) in dichloromethane (100 mL) was added 2-bromoacetyl bromide (0.36 mL) by dropwise addition. After stirring overnight the reaction mixture was washed with water, dried with magnesium sulfate and evaporated to yield the sub-titled compound (1.07 g). Starting materials: CNC, CCO, CCCCNc1cc(Cl)nc(N)[n+]1[O-], [Na+], [OH-], O. Product: CCCCNc1cc(N(C)C)nc(N)[n+]1[O-]. Reaction SMILES: [CH3:15][NH:16][CH3:17].[CH3:20][CH2:21][OH:22].[NH2:1][c:2]1[n:3][c:4]([Cl:14])[cH:5][c:6]([NH:9][CH2:10][CH2:11][CH2:12][CH3:13])[n+:7]1[O-:8].[Na+:19].[OH-:18].[OH2:23]>>[NH2:1][c:2]1[n:3][c:4]([N:16]([CH3:15])[CH3:17])[cH:5][c:6]([NH:9][CH2:10][CH2:11][CH2:12][CH3:13])[n+:7]1[O-:8]. Starting materials: COc1ccc2c(c1)C13CCN(C)C(C2)C1C(C)CC(=O)C3, ClC(Cl)Cl, [K+], [K+], N#CBr, O=C([O-])[O-]. Product: COc1ccc2c(c1)C13CCN(C#N)C(C2)C1C(C)CC(=O)C3. Reaction SMILES: [CH3:1][CH:2]1[CH2:3][C:4](=[O:22])[CH2:5][C:6]23[c:7]4[cH:8][c:9]([O:20][CH3:21])[cH:10][cH:11][c:12]4[CH2:13][CH:14]([CH:15]12)[N:16]([CH3:19])[CH2:17][CH2:18]3.[CH:32]([Cl:33])([Cl:34])[Cl:35].[K+:23].[K+:24].[N:29]#[C:30][Br:31].[O-:25][C:26]([O-:27])=[O:28]>>[CH3:1][CH:2]1[CH2:3][C:4](=[O:22])[CH2:5][C:6]23[c:7]4[cH:8][c:9]([O:20][CH3:21])[cH:10][cH:11][c:12]4[CH2:13][CH:14]([CH:15]12)[N:16]([C:19]#[N:29])[CH2:17][CH2:18]3. The reactants are C1(=CC=CC=C1)C(CNC1=C2N=CN(C2=NC(=N1)S(=O)(=O)C)C1OCCCC1)C1=CC=CC=C1 (N-(2,2-diphenylethyl)-2-(methylsulfonyl)-9-(tetrahydro-2H-pyran-2-yl)-9H-purin-6-amine), [C-]#N.[K+] (potassium cyanide), O (water). The solvent is CN(C=O)C (N,N-dimethylformamide). Reaction conditions: temperature 120 celsius, time 1 hour. The product is C1(=CC=CC=C1)C(CNC1=C2N=CN(C2=NC(=N1)C#N)C1OCCCC1)C1=CC=CC=C1 (6-[(2,2-Diphenylethyl)amino]-9-(tetrahydro-2H-pyran-2-yl)-9H-purine-2-carbonitrile). The yield is 95.1%. As a reaction SMILES: [C:1]1([CH:7]([C:29]2[CH:34]=[CH:33][CH:32]=[CH:31][CH:30]=2)[CH2:8][NH:9][C:10]2[N:18]=[C:17](S(C)(=O)=O)[N:16]=[C:15]3[C:11]=2[N:12]=[CH:13][N:14]3[CH:23]2[CH2:28][CH2:27][CH2:26][CH2:25][O:24]2)[CH:6]=[CH:5][CH:4]=[CH:3][CH:2]=1.[C-:35]#[N:36].[K+].O>CN(C)C=O>[C:1]1([CH:7]([C:29]2[CH:34]=[CH:33][CH:32]=[CH:31][CH:30]=2)[CH2:8][NH:9][C:10]2[N:18]=[C:17]([C:35]#[N:36])[N:16]=[C:15]3[C:11]=2[N:12]=[CH:13][N:14]3[CH:23]2[CH2:28][CH2:27][CH2:26][CH2:25][O:24]2)[CH:6]=[CH:5][CH:4]=[CH:3][CH:2]=1 |f:1.2|. Procedure: A solution of N-(2,2-diphenylethyl)-2-(methylsulfonyl)-9-(tetrahydro-2H-pyran-2-yl)-9H-purin-6-amine (Preparation 4) (20.1 g, 42.1 mmol) in dry N,N-dimethylformamide (100 ml) was treated with potassium cyanide (5.5 g, 84.6 mmol) and the mixture heated at 120° C. for 24 hours under a nitrogen atmosphere. The mixture was cooled to room temperature, poured into water (1000 ml) and stirring continued for a further 1 hour. The resultant solid was filtered and washed several times with water. The soli... The reactants are C1CCCOS1(=O)=O (butanesultone), O1C=2C(OCC1CO)=CSC2 ((2,3-Dihydro-thieno[3,4-b][1,4]dioxin-2-yl)-methanol), [H-].[Na+] (NaH), N#N (N2). Run in O1CCCC1 (tetrahydrofuran). Run at temperature 25 celsius, time 30 minute. Product: [Na+].O1C=2C(OCC1COCCCCS(=O)(=O)[O-])=CSC2 (4-(2,3-dihydro-thieno[3,4-b][1,4]dioxin-2-yl-methoxy)-butane-1-sulphonic acid sodium salt). As a reaction SMILES: [O:1]1[CH:6]([CH2:7][OH:8])[CH2:5][O:4][C:3]2=[CH:9][S:10][CH:11]=[C:2]12.N#N.[H-].[Na+:15].[CH2:16]1[S:21](=[O:23])(=[O:22])[O:20][CH2:19][CH2:18][CH2:17]1>O1CCCC1>[Na+:15].[O:1]1[CH:6]([CH2:7][O:8][CH2:19][CH2:18][CH2:17][CH2:16][S:21]([O-:23])(=[O:22])=[O:20])[CH2:5][O:4][C:3]2=[CH:9][S:10][CH:11]=[C:2]12 |f:2.3,6.7|. Reported procedure: (2,3-Dihydro-thieno[3,4-b][1,4]dioxin-2-yl)-methanol (6.9 g, 40 mmol) was dissolved into tetrahydrofuran (100 mL) and blanketed by N2. NaH (1.76 g) was added and stirring was continued for 30 min. Then butanesultone (6.0 g) was added dropwise after which the reaction mixture was brought to reflux for 3 h. Then it was cooled to 25° C. again, the solvent was removed, methanol was added, the mixture was stirred, filtered and the filtrate was concentrated. The remaining oil was solidified by additio... Reactants: NC1=C(C=C(C=C1)N1CCN(CC1)C(=O)OC(C)(C)C)NS(=O)(=O)C1=CC=CC=C1 (N-{2-amino-5-(4-t-butyloxycarbonyl-piperazinyl)-phenyl}benzenesulfonamide), N1=CC=CC2=CC=CC(=C12)S(=O)(=O)Cl (8-quinolinesulfonylchloride). Yields the product C1(=CC=CC=C1)S(=O)(=O)NC1=C(C=CC(=C1)N1CCNCC1)NS(=O)(=O)C=1C=CC=C2C=CC=NC12 (N-[2-[(Phenylsulfonyl)amino]-4-(1-piperazinyl)phenyl]-8-quinolinesulfonamide), purple solid. As a reaction SMILES: [NH2:1][C:2]1[CH:7]=[CH:6][C:5]([N:8]2[CH2:13][CH2:12][N:11](C(OC(C)(C)C)=O)[CH2:10][CH2:9]2)=[CH:4][C:3]=1[NH:21][S:22]([C:25]1[CH:30]=[CH:29][CH:28]=[CH:27][CH:26]=1)(=[O:24])=[O:23].[N:31]1[C:40]2[C:35](=[CH:36][CH:37]=[CH:38][C:39]=2[S:41](Cl)(=[O:43])=[O:42])[CH:34]=[CH:33][CH:32]=1>>[C:25]1([S:22]([NH:21][C:3]2[CH:4]=[C:5]([N:8]3[CH2:9][CH2:10][NH:11][CH2:12][CH2:13]3)[CH:6]=[CH:7][C:2]=2[NH:1][S:41]([C:39]2[CH:38]=[CH:37][CH:36]=[C:35]3[C:40]=2[N:31]=[CH:32][CH:33]=[CH:34]3)(=[O:42])=[O:43])(=[O:24])=[O:23])[CH:26]=[CH:27][CH:28]=[CH:29][CH:30]=1. Procedure: N-[2-[(Phenylsulfonyl)amino]-4-(1-piperazinyl)phenyl]-8-quinolinesulfonamide was synthesized from N-{2-amino-5-(4-t-butyloxycarbonyl-piperazinyl)-phenyl}benzenesulfonamide and 8-quinolinesulfonylchloride (54 mg, 0.239 mmol) according to general method 3 to give 50 mg of a purple solid. MS (posES-FIA) m/z=Found: 524.2; Calcd: 524.13; 1H NMR δ 9.34 (dd, 1H), 8.79 (dd, 1H), 8.37 (dd, 1H), 8.25 (dd, 1H), 7.92 (dd, 1H), 7.73 (t, 1H), 7.57-7.40 (m, 5H), 7.17 (d, 1H), 6.71 (dd, 1H), 6.14 (d, 1H), 3.23-... Starting materials: 221, N1CCCCC1 (piperidine), C(#N)CC(=O)OC (methyl cyanoacetate), C([O-])([O-])=O.[K+].[K+] (potassium carbonate), C(C)(C)O (isopropyl alcohol), [C-]#N.[K+] (potassium cyanide). Conditions: time 18 hour. Product: C(#N)C(C(C(=O)OC)C#N)C1(CC1)C(=O)OCC (ethyl 1-(1,2-dicyano-3-methoxy-3-oxopropyl)cyclopropanecarboxylate). Reaction SMILES: [NH:1]1[CH2:6][CH2:5][CH2:4][CH2:3][CH2:2]1.[C:7]([CH2:9][C:10]([O:12][CH3:13])=[O:11])#[N:8].[C:14](=[O:17])([O-])[O-:15].[K+].[K+].[C-]#N.[K+].[CH:23](O)(C)[CH3:24]>>[C:6]([CH:5]([C:4]1([C:14]([O:15][CH2:23][CH3:24])=[O:17])[CH2:2][CH2:3]1)[CH:9]([C:7]#[N:8])[C:10]([O:12][CH3:13])=[O:11])#[N:1] |f:2.3.4,5.6|. Procedure: To a mixture of Preparation 221 (9.35 g, 65.80 mmol), piperidine (0.65 ml, 6.58 mmol), methyl cyanoacetate (5.80 ml, 65.80 mmol) and potassium carbonate (0.91 g, 6.58 mmol) in isopropyl alcohol (120 ml) was added potassium cyanide (4.30 g, 65.80 mmol). The reaction mixture was stirred at room temperature for 18 h and then concentrated in vacuo. The residue was partitioned between hydrochloric acid (1M) and ethyl acetate and the two layers were separated. The aqueous layer was extracted with ethy... Starting materials: COC=1C=C2C(=CC=NC2=C(C1)NC(CCCCCN1CC(NC(C1)C)C)=O)C (N-(6-methoxy-4-methyl-8-quinolinyl)-3,5-dimethyl-1-piperazinehexanamide), [OH-].[Na+] (sodium hydroxide), [Cl-].[Al+3].[Cl-].[Cl-] (aluminum chloride), [H-].[Al+3].[Li+].[H-].[H-].[H-] (lithium aluminum hydride). Run in O1CCCC1 (tetrahydrofuran), O (water), O1CCCC1 (tetrahydrofuran), O1CCCC1 (tetrahydrofuran). Conditions: time 8 hour. Product: Cl.Cl.Cl.CC1CN(CC(N1)C)CCCCCCNC=1C=C(C=C2C(=CC=NC12)C)OC (N-[6-(3,5-Dimethyl-1-piperazinyl)hexyl]-6-methoxy-4-methyl-8-quinolinamine, trihydrochloride). Yield: 104.9%. As a reaction SMILES: [Cl-:1].[Al+3].[Cl-].[Cl-].[H-].[Al+3].[Li+].[H-].[H-].[H-].[CH3:11][O:12][C:13]1[CH:14]=[C:15]2[C:20](=[C:21]([NH:23][C:24](=O)[CH2:25][CH2:26][CH2:27][CH2:28][CH2:29][N:30]3[CH2:35][CH:34]([CH3:36])[NH:33][CH:32]([CH3:37])[CH2:31]3)[CH:22]=1)[N:19]=[CH:18][CH:17]=[C:16]2[CH3:39].[OH-].[Na+]>O1CCCC1.O>[ClH:1].[ClH:1].[ClH:1].[CH3:37][CH:32]1[NH:33][CH:34]([CH3:36])[CH2:35][N:30]([CH2:29][CH2:28][CH2:27][CH2:26][CH2:25][CH2:24][NH:23][C:21]2[CH:22]=[C:13]([O:12][CH3:11])[CH:14]=[C:15]3[C:20]=2[N:19]=[CH:18][CH:17]=[C:16]3[CH3:39])[CH2:31]1 |f:0.1.2.3,4.5.6.7.8.9,11.12,15.16.17.18|. Procedure: A cold slurry (-40°) of 1.5 g (0.011 mole) of anhydrous aluminum chloride in 80 ml of tetrahydrofuran was added to a cold (-40°) suspension of 1.1 g (0.029 mole) of lithium aluminum hydride in 40 ml of tetrahydrofuran and the mixture was stirred and allowed to warm to -20°. To it was added dropwise a solution of 3.54 g (0.0085 mole) of N-(6-methoxy-4-methyl-8-quinolinyl)-3,5-dimethyl-1-piperazinehexanamide in 100 ml of tetrahydrofuran. The reaction mixture was stirred for 1 hr and stored at 4° o...